This data is from the Open Reaction Database (ORD), a public repository of structured organic reaction records. The task is: describe an organic reaction: reactants, conditions, products, and yield The reactants are BrCCC1CO1, Brc1ccc2[nH]c3ccc(Br)cc3c2c1, CCOC(C)=O, [K+], CN(C)C=O, [OH-]. Product: Brc1ccc2c(c1)c1cc(Br)ccc1n2CCC1CO1. As a reaction SMILES: [Br:18][CH2:19][CH2:20][CH:21]1[CH2:22][O:23]1.[Br:3][c:4]1[cH:5][cH:6][c:7]2[nH:8][c:9]3[cH:10][cH:11][c:12]([Br:17])[cH:13][c:14]3[c:15]2[cH:16]1.[CH3:29][CH2:30][O:31][C:32]([CH3:33])=[O:34].[K+:2].[O:24]=[CH:25][N:26]([CH3:27])[CH3:28].[OH-:1]>>[Br:3][c:4]1[cH:5][cH:6][c:7]2[n:8]([CH2:19][CH2:20][CH:21]3[CH2:22][O:23]3)[c:9]3[cH:10][cH:11][c:12]([Br:17])[cH:13][c:14]3[c:15]2[cH:16]1.